describe an organic reaction: reactants, conditions, products, and yield From a dataset of the Open Reaction Database (ORD), a public repository of structured organic reaction records. Reactants: C1(CCCC1)N1CCN(CCC1)C(=O)N1CC(C1)O (1-[(4-cyclopentyl-1,4-diazepan-1-yl)carbonyl]azetidin-3-ol), FC=1C=CC(=NC1)C(C)(C)O (2-(5-fluoropyridin-2-yl)propan-2-ol). Yields the product C1(CCCC1)N1CCN(CCC1)C(=O)N1CC(C1)OC=1C=CC(=NC1)C(C)(C)O (2-[5-({1-[(4-cyclopentyl-1,4-diazepan-1-yl)carbonyl]azetidin-3-yl}oxy)pyridin-2-yl]propan-2-ol). Reaction SMILES: [CH:1]1([N:6]2[CH2:12][CH2:11][CH2:10][N:9]([C:13]([N:15]3[CH2:18][CH:17]([OH:19])[CH2:16]3)=[O:14])[CH2:8][CH2:7]2)[CH2:5][CH2:4][CH2:3][CH2:2]1.F[C:21]1[CH:22]=[CH:23][C:24]([C:27]([OH:30])([CH3:29])[CH3:28])=[N:25][CH:26]=1>>[CH:1]1([N:6]2[CH2:12][CH2:11][CH2:10][N:9]([C:13]([N:15]3[CH2:18][CH:17]([O:19][C:21]4[CH:22]=[CH:23][C:24]([C:27]([OH:30])([CH3:29])[CH3:28])=[N:25][CH:26]=4)[CH2:16]3)=[O:14])[CH2:8][CH2:7]2)[CH2:2][CH2:3][CH2:4][CH2:5]1. Reported procedure: In a similar fashion (Route 20, GP I), 1-[(4-cyclopentyl-1,4-diazepan-1-yl)carbonyl]azetidin-3-ol (100 mg, 0.41 mmol) and 2-(5-fluoropyridin-2-yl)propan-2-ol (90 mg, 0.41 mmol) were used to give the title compound. Crude material (38 mg) after workup gave the title compound as colourless oil (19.3 mg) after purification by preparative HPLC. Starting materials: [Cl-].[NH4+] (ammonium chloride), ClC1=NC=2N(N=C3C=CC(=CC23)F)C(=C1C1=CC=CC=C1)Cl (2,4-Dichloro-9-fluoro-3-phenylpyrimido[1,2-b]indazole), O (water), O1CCCC1 (tetrahydrofuran). The reagents and catalysts are [Zn] (zinc). Solvent: C(C)O (ethanol). Yields the product ClC1=NC=2N(N=C3C=CC(=CC23)F)C=C1C1=CC=CC=C1 (2-Chloro-9-fluoro-3-phenylpyrimido[1,2-b]indazole). As a reaction SMILES: [Cl:1][C:2]1[C:15]([C:16]2[CH:21]=[CH:20][CH:19]=[CH:18][CH:17]=2)=[C:14](Cl)[N:5]2[N:6]=[C:7]3[C:12]([CH:11]=[C:10]([F:13])[CH:9]=[CH:8]3)=[C:4]2[N:3]=1.O.O1CCCC1.[Cl-].[NH4+]>C(O)C.[Zn]>[Cl:1][C:2]1[C:15]([C:16]2[CH:21]=[CH:20][CH:19]=[CH:18][CH:17]=2)=[CH:14][N:5]2[N:6]=[C:7]3[C:12]([CH:11]=[C:10]([F:13])[CH:9]=[CH:8]3)=[C:4]2[N:3]=1 |f:3.4|. Procedure details: 7.2 g (21.7 mmol) 2,4-Dichloro-9-fluoro-3-phenylpyrimido[1,2-b]indazole were suspended in a mixture of 551 mL ethanol, 392 mL water and 211 mL tetrahydrofuran. After addition of 5.5 g (102.7 mmol) ammonium chloride and 9.1 g (138.7 mmol) zinc the mixture was stirred over night at room temperature. The mixture was filtered via a glass fibre filter, and the organic solvents were removed. The product which precipitated was filtered off (3.4 g=51.9%). 3.4 g (42.2%) of the starting material wereregai... The reactants are CCO, COc1cc(C(F)(F)F)ccc1C#N, [K+], [OH-], O. Yields the product COc1cc(C(F)(F)F)ccc1C(=O)O. Reaction SMILES: [CH3:18][CH2:19][OH:20].[CH3:1][O:2][c:3]1[c:4]([C:5]#[N:6])[cH:7][cH:8][c:9]([C:11]([F:12])([F:13])[F:14])[cH:10]1.[K+:16].[OH-:15].[OH2:17]>>[CH3:1][O:2][c:3]1[c:4]([C:5](=[O:15])[OH:17])[cH:7][cH:8][c:9]([C:11]([F:12])([F:13])[F:14])[cH:10]1. Starting materials: C=CC1CC1(NC(=O)OC(C)(C)C)C(=O)OCC, Cl, [Li+], [Li+], C1CCOC1, [OH-], [OH-], O, O. Product: C=CC1CC1(NC(=O)OC(C)(C)C)C(=O)O. As a reaction SMILES: [C:1]([CH3:2])([CH3:3])([CH3:4])[O:5][C:6](=[O:7])[NH:8][C:9]1([C:14](=[O:15])[O:16][CH2:17][CH3:18])[CH:10]([CH:12]=[CH2:13])[CH2:11]1.[ClH:24].[Li+:21].[Li+:22].[O:26]1[CH2:27][CH2:28][CH2:29][CH2:30]1.[OH-:20].[OH-:23].[OH2:19].[OH2:25]>>[C:1]([CH3:2])([CH3:3])([CH3:4])[O:5][C:6](=[O:7])[NH:8][C:9]1([C:14](=[O:15])[OH:16])[CH:10]([CH:12]=[CH2:13])[CH2:11]1. Starting materials: C1=CC(=CC=C1N)S(=O)(=O)NC2=NC=CS2 (N′-(2-thiazolyl)sulfanilamide), white solid, N1=CC=CC=C1 (pyridine), ClC(C(=O)Cl)C1=CC=CC=C1 (2-chloro-2-phenyl acetylchloride). Solvent: C(Cl)Cl (DCM). The product is ClC(C(=O)NC1=CC=C(C=C1)S(NC=1SC=CN1)(=O)=O)C1=CC=CC=C1 (2-Chloro-2-phenyl-N-[4-(thiazol-2-ylsulfamoyl)-phenyl]-acetamide). Reaction SMILES: [CH:1]1[C:6]([NH2:7])=[CH:5][CH:4]=[C:3]([S:8]([NH:11][C:12]2[S:16][CH:15]=[CH:14][N:13]=2)(=[O:10])=[O:9])[CH:2]=1.N1C=CC=CC=1.[Cl:23][CH:24]([C:28]1[CH:33]=[CH:32][CH:31]=[CH:30][CH:29]=1)[C:25](Cl)=[O:26]>C(Cl)Cl>[Cl:23][CH:24]([C:28]1[CH:33]=[CH:32][CH:31]=[CH:30][CH:29]=1)[C:25]([NH:7][C:6]1[CH:1]=[CH:2][C:3]([S:8](=[O:10])(=[O:9])[NH:11][C:12]2[S:16][CH:15]=[CH:14][N:13]=2)=[CH:4][CH:5]=1)=[O:26]. Procedure details: Synthesized according to general procedure 1: N′-(2-thiazolyl)sulfanilamide (5.60 g, 22 mmol), pyridine (3.6 mL, 44 mmol), 2-chloro-2-phenyl acetylchloride (3.8 mL, 26.4 mmol, 1.2 equiv) in DCM (400 mL). Yield: 6.73 g (75%) of a white solid. 1H-NMR (DMSO-d6) δ 10.85 (s, 1H), 7.78-7.72 (m, 4H), 7.60-7.57 (m, 2H), 7.45-7.37 (m, 3H), 7.25 (d, J=4.6 Hz, 1H), 6.82 (d, J=4.6 Hz, 1H), 5.77 (s, 1H). LC/MS (10-99%) M/Z: M+1 obs=408.1; tR=2.61 min. The reactants are OCCBr, O=C([O-])[O-], CN(C)C=O, CCOCC, Cl, FC(F)(F)c1cc(COC2CCC3CCC2(c2ccccc2)N3)cc(C(F)(F)F)c1, [K+], [K+], O. Product: Cl, OCCN1C2CCC(OCc3cc(C(F)(F)F)cc(C(F)(F)F)c3)C1(c1ccccc1)CC2. As a reaction SMILES: [Br:37][CH2:38][CH2:39][OH:40].[C:31](=[O:32])([O-:33])[O-:34].[CH3:42][N:43]([CH3:44])[CH:45]=[O:46].[CH3:47][CH2:48][O:49][CH2:50][CH3:51].[ClH:41].[F:1][C:2]([c:3]1[cH:4][c:5]([CH2:13][O:14][CH:15]2[C:16]3([c:23]4[cH:24][cH:25][cH:26][cH:27][cH:28]4)[CH2:17][CH2:18][CH:19]([CH2:20][CH2:21]2)[NH:22]3)[cH:6][c:7]([C:9]([F:10])([F:11])[F:12])[cH:8]1)([F:29])[F:30].[K+:35].[K+:36].[OH2:52]>>[ClH:41].[F:1][C:2]([c:3]1[cH:4][c:5]([CH2:13][O:14][CH:15]2[C:16]3([c:23]4[cH:24][cH:25][cH:26][cH:27][cH:28]4)[CH2:17][CH2:18][CH:19]([CH2:20][CH2:21]2)[N:22]3[CH2:38][CH2:39][OH:40])[cH:6][c:7]([C:9]([F:10])([F:11])[F:12])[cH:8]1)([F:29])[F:30]. The reactants are ClC=1C=C(C=CC1OC(C)C)C1=NC(=NO1)C=1C=CC=C2C(=CNC12)C=O (7-(5-{3-chloro-4-[(1-methylethyl)oxy]phenyl}-1,2,4-oxadiazol-3-yl)-1H-indole-3-carbaldehyde), N[C@@H](C)C(=O)OC (methyl L-alaninate), [BH-](OC(=O)C)(OC(=O)C)OC(=O)C.[Na+] (NaBH(OAc)3), C=O (formaldehyde). Run in C(Cl)Cl (DCM), C(C)(=O)O (acetic acid). Conditions: temperature 40 celsius, time 2 hour. Yields the product ClC=1C=C(C=CC1OC(C)C)C1=NC(=NO1)C=1C=CC=C2C(=CNC12)CN([C@@H](C)C(=O)O)C (N-{[7-(5-{3-chloro-4-[(1-methylethyl)oxy]phenyl}-1,2,4-oxadiazol-3-yl)-1H-indol-3-yl]methyl}-N-methyl-L-alanine). Isolated yield 7.1%. As a reaction SMILES: [Cl:1][C:2]1[CH:3]=[C:4]([C:12]2[O:16][N:15]=[C:14]([C:17]3[CH:18]=[CH:19][CH:20]=[C:21]4[C:25]=3[NH:24][CH:23]=[C:22]4[CH:26]=O)[N:13]=2)[CH:5]=[CH:6][C:7]=1[O:8][CH:9]([CH3:11])[CH3:10].[NH2:28][C@H:29]([C:31]([O:33]C)=[O:32])[CH3:30].[BH-](OC(C)=O)(OC(C)=O)O[C:37](C)=O.[Na+].C=O>C(Cl)Cl.C(O)(=O)C>[Cl:1][C:2]1[CH:3]=[C:4]([C:12]2[O:16][N:15]=[C:14]([C:17]3[CH:18]=[CH:19][CH:20]=[C:21]4[C:25]=3[NH:24][CH:23]=[C:22]4[CH2:26][N:28]([CH3:37])[C@H:29]([C:31]([OH:33])=[O:32])[CH3:30])[N:13]=2)[CH:5]=[CH:6][C:7]=1[O:8][CH:9]([CH3:11])[CH3:10] |f:2.3|. Procedure details: To a stirred solution of 7-(5-{3-chloro-4-[(1-methylethyl)oxy]phenyl}-1,2,4-oxadiazol-3-yl)-1H-indole-3-carbaldehyde (D71) (150 mg), methyl L-alaninate (81 mg) and acetic acid (24 mg) in DCM (10 mL) was added NaBH(OAc)3 (167 mg). The mixture was stirred at 40° C. for 2 h, followed by addition of formaldehyde (120 mg). This mixture was stirred at 40° C. overnight. After concentration, the residue was dissolved in THF (5 mL), followed by addition of aqueous NaOH (2 M, 2 mL). The mixture was stirre...